From a dataset of the Open Reaction Database (ORD), a public repository of structured organic reaction records. describe an organic reaction: reactants, conditions, products, and yield Starting materials: CCOC(=O)c1ccccc1-n1nc2ccc(C)cc2c1Br, O=C1CCC(=O)N1Br, ClC(Cl)(Cl)Cl, CCCc1nc2nccc(C)c2[nH]1, [H-], CC(C)(C#N)N=NC(C)(C)C#N, [Na+], CN(C)C=O. Product: CCCc1nc2c(C)ccnc2n1Cc1ccc2nn(-c3ccccc3C(=O)OCC)c(Br)c2c1. RXN SMILES: [Br:1][c:2]1[n:3](-[c:12]2[c:13]([C:14](=[O:15])[O:16][CH2:17][CH3:18])[cH:19][cH:20][cH:21][cH:22]2)[n:4][c:5]2[cH:6][cH:7][c:8]([CH3:11])[cH:9][c:10]12.[Br:23][N:24]1[C:25](=[O:26])[CH2:27][CH2:28][C:29]1=[O:30].[C:63]([Cl:64])([Cl:65])([Cl:66])[Cl:67].[CH3:45][c:46]1[c:47]2[c:48]([n:49][cH:50][cH:51]1)[n:52][c:53]([CH2:55][CH2:56][CH3:57])[nH:54]2.[H-:43].[N:31]#[C:32][C:33]([N:34]=[N:35][C:36]([C:37]#[N:38])([CH3:39])[CH3:40])([CH3:41])[CH3:42].[Na+:44].[O:58]=[CH:59][N:60]([CH3:61])[CH3:62]>>[Br:1][c:2]1[n:3](-[c:12]2[c:13]([C:14](=[O:15])[O:16][CH2:17][CH3:18])[cH:19][cH:20][cH:21][cH:22]2)[n:4][c:5]2[cH:6][cH:7][c:8]([CH2:11][n:52]3[c:48]4[c:47]([c:46]([CH3:45])[cH:51][cH:50][n:49]4)[n:54][c:53]3[CH2:55][CH2:56][CH3:57])[cH:9][c:10]12. RXN SMILES: [CH2:1]([c:2]1[cH:3][cH:4][cH:5][cH:6][cH:7]1)[O:8][c:9]1[cH:10][c:11]2[c:16]([cH:17][cH:18]1)[CH:15]([c:19]1[cH:20][cH:21][c:22]([O:25][CH2:26][CH2:27][N:28]3[CH2:29][CH2:30][CH2:31][CH2:32]3)[cH:23][cH:24]1)[NH:14][CH2:13][CH2:12]2.[CH3:37][OH:38].[CH:33]([O-:34])=[O:35].[NH4+:36]>>[OH:8][c:9]1[cH:10][c:11]2[c:16]([cH:17][cH:18]1)[CH:15]([c:19]1[cH:20][cH:21][c:22]([O:25][CH2:26][CH2:27][N:28]3[CH2:29][CH2:30][CH2:31][CH2:32]3)[cH:23][cH:24]1)[NH:14][CH2:13][CH2:12]2. Product: Oc1ccc2c(c1)CCNC2c1ccc(OCCN2CCCC2)cc1. The reactants are c1ccc(COc2ccc3c(c2)CCNC3c2ccc(OCCN3CCCC3)cc2)cc1, CO, O=C[O-], [NH4+].